This data is from the Open Reaction Database (ORD), a public repository of structured organic reaction records. The task is: describe an organic reaction: reactants, conditions, products, and yield Starting materials: C(=O)OCC (Ethyl formate), C(C)OC(=O)C1CC2CC(CC(C1)N2S(=O)(=O)C2=CC=C(C=C2)Cl)=O (9-(4-Chloro-benzenesulfonyl)-7-oxo-9-aza-bicyclo[3.3.1]nonane-3-carboxylic acid ethyl ester), [O-]CC.[Na+] (sodium ethoxide). The solvent is C1CCOC1.C(C)O (THF ethanol). Reaction conditions: temperature 60 celsius. The product is C(C)OC(=O)C1CC2CC(C(C(C1)N2S(=O)(=O)C2=CC=C(C=C2)Cl)=CO)=O (9-(4-chloro-benzenesulfonyl)-6-hydroxymethylene-7-oxo-9-aza-bicyclo[3.3.1]nonane-3-carboxylic acid ethyl ester). Isolated yield 94.0%. Reaction SMILES: [CH2:1]([O:3][C:4]([CH:6]1[CH2:13][CH:12]2[N:14]([S:15]([C:18]3[CH:23]=[CH:22][C:21]([Cl:24])=[CH:20][CH:19]=3)(=[O:17])=[O:16])[CH:8]([CH2:9][C:10](=[O:25])[CH2:11]2)[CH2:7]1)=[O:5])[CH3:2].[CH:26](OCC)=[O:27].[O-]CC.[Na+]>C1COCC1.C(O)C>[CH2:1]([O:3][C:4]([CH:6]1[CH2:7][CH:8]2[N:14]([S:15]([C:18]3[CH:23]=[CH:22][C:21]([Cl:24])=[CH:20][CH:19]=3)(=[O:17])=[O:16])[CH:12]([CH2:11][C:10](=[O:25])[C:9]2=[CH:26][OH:27])[CH2:13]1)=[O:5])[CH3:2] |f:2.3,4.5|. Procedure details: 9-(4-Chloro-benzenesulfonyl)-7-oxo-9-aza-bicyclo[3.3.1]nonane-3-carboxylic acid ethyl ester (2.49 g, 6.45 mmol) was dissolved in THF/ethanol (14 mL, 1/1, v/v). Ethyl formate (5.19 mL, 64.53 mmol) was added followed by sodium ethoxide (6.2 mL of 21% solution in ethanol). The resulting mixture was heated to 60° C. for 30 minutes after which the solution was cooled to room temperature and quenched by the addition of saturated aqueous NH4Cl (10 mL). The resulting mixture was extracted with EtOAc (2×... Solvent: C(Cl)Cl (methylene chloride). Product: FC1=C(C=CC=C1)NC(=O)N1C2N(C3=C1C(CCC3)=O)C=CC=CC2C (N-(2-Fluorophenyl)-6-methyl-4-oxo-1,2,3,4-tetrahydro-6H-azepino(1,2-a)benzimidazol-5-carboxamide). Procedure details: 2-Fluorophenylisocyanate (0.28 g, 2.06 mmol) was added to a solution of 6-methyl-1,2,3,4-tetrahydro-4-oxo-6H-azepino(1,2-a)benzimidazole (0.4 g, 1.87 mmol; Ohta, S. et al. Chem. Pharm. Bull. 1990, 38(2), 301) in methylene chloride (5 mL) and the reaction mixture was stirred at room temperature for 16 h. The reaction was concentrated in vacuo and purified by medium pressure chromatography, using EtOAc/MeOH as an eluent and recrystallization from EtOAc/methylene chloride to give the title compound... Run at time 16 hour. The reactants are FC1=C(C=CC=C1)N=C=O (2-Fluorophenylisocyanate), CC1C=CC=CN2C1=NC1=C2CCCC1=O (6-methyl-1,2,3,4-tetrahydro-4-oxo-6H-azepino(1,2-a)benzimidazole). RXN SMILES: [F:1][C:2]1[CH:7]=[CH:6][CH:5]=[CH:4][C:3]=1[N:8]=[C:9]=[O:10].[CH3:11][CH:12]1[C:18]2=[N:19][C:20]3[C:25](=[O:26])[CH2:24][CH2:23][CH2:22][C:21]=3[N:17]2[CH:16]=[CH:15][CH:14]=[CH:13]1>C(Cl)Cl>[F:1][C:2]1[CH:7]=[CH:6][CH:5]=[CH:4][C:3]=1[NH:8][C:9]([N:19]1[C:20]2[C:25](=[O:26])[CH2:24][CH2:23][CH2:22][C:21]=2[N:17]2[CH:16]=[CH:15][CH:14]=[CH:13][CH:12]([CH3:11])[CH:18]12)=[O:10]. Starting materials: O1CCC(CC1)CC=O ((tetrahydro-pyran-4-yl)-acetaldehyde), N1CCCC1 (pyrrolidine), O.C1(=CC=C(C=C1)S(=O)(=O)O)C (p-toluenesulfonic acid monohydrate), [S] (sulfur), N#CN (cyanamide). The product is O1CCC(CC1)C1=CN=C(S1)N (5-(tetrahydro-2H-pyran-4-yl)thiazol-2-amine). As a reaction SMILES: [O:1]1[CH2:6][CH2:5][CH:4]([CH2:7][CH:8]=O)[CH2:3][CH2:2]1.N1CCCC1.O.C1(C)C=CC([S:22](O)(=O)=O)=CC=1.[S].[N:28]#[C:29][NH2:30]>>[O:1]1[CH2:6][CH2:5][CH:4]([C:7]2[S:22][C:29]([NH2:30])=[N:28][CH:8]=2)[CH2:3][CH2:2]1 |f:2.3,^3:26|. Reported procedure: A mixture of (tetrahydro-pyran-4-yl)-acetaldehyde (Pharmacore), pyrrolidine, p-toluenesulfonic acid monohydrate, sulfur and cyanamide were processed using the method described in Example 136A to obtain the title compound. MS (ESI+) m/z 185 (M+H)+. Starting materials: C[Si](C)(C)CCOCn1cnc(Cl)c1C(=O)NCc1ccc(Cl)c(Oc2cc(Cl)cc(Br)c2)c1F, ClCCl, O=C(O)C(F)(F)F. As a reaction SMILES: [Br:1][c:2]1[cH:3][c:4]([O:9][c:10]2[c:11]([F:35])[c:12]([CH2:17][NH:18][C:19](=[O:20])[c:21]3[c:22]([Cl:34])[n:23][cH:24][n:25]3[CH2:26][O:27][CH2:28][CH2:29][Si:30]([CH3:31])([CH3:32])[CH3:33])[cH:13][cH:14][c:15]2[Cl:16])[cH:5][c:6]([Cl:8])[cH:7]1.[Cl:43][CH2:44][Cl:45].[F:36][C:37]([F:38])([F:39])[C:40]([OH:41])=[O:42]>>[Br:1][c:2]1[cH:3][c:4]([O:9][c:10]2[c:11]([F:35])[c:12]([CH2:17][NH:18][C:19](=[O:20])[c:21]3[c:22]([Cl:34])[n:23][cH:24][nH:25]3)[cH:13][cH:14][c:15]2[Cl:16])[cH:5][c:6]([Cl:8])[cH:7]1. The product is O=C(NCc1ccc(Cl)c(Oc2cc(Cl)cc(Br)c2)c1F)c1[nH]cnc1Cl.